Task: describe an organic reaction: reactants, conditions, products, and yield. Dataset: the Open Reaction Database (ORD), a public repository of structured organic reaction records Reactants: ClC1=CC=CC(=N1)N1C[C@H]([C@@H](C1)C1=C(C=C(C=C1)F)F)C(=O)OC (Methyl (3S,4R)-1-(6-chloropyridin-2-yl)-4-(2,4-difluorophenyl)pyrrolidine-3-carboxylate), [Li+].[OH-] (LiOH), OS(=O)(=O)[O-].[Na+] (NaHSO4). The solvent is C1CCOC1 (THF). Conditions: time 12 hour. The product is ClC1=CC=CC(=N1)N1C[C@H]([C@@H](C1)C1=C(C=C(C=C1)F)F)C(=O)O ((3S,4R)-1-(6-chloropyridin-2-yl)-4-(2,4-difluorophenyl)pyrrolidine-3-carboxylic acid). Reaction SMILES: [Cl:1][C:2]1[N:7]=[C:6]([N:8]2[CH2:12][C@@H:11]([C:13]3[CH:18]=[CH:17][C:16]([F:19])=[CH:15][C:14]=3[F:20])[C@H:10]([C:21]([O:23]C)=[O:22])[CH2:9]2)[CH:5]=[CH:4][CH:3]=1.[Li+].[OH-].OS([O-])(=O)=O.[Na+]>C1COCC1>[Cl:1][C:2]1[N:7]=[C:6]([N:8]2[CH2:12][C@@H:11]([C:13]3[CH:18]=[CH:17][C:16]([F:19])=[CH:15][C:14]=3[F:20])[C@H:10]([C:21]([OH:23])=[O:22])[CH2:9]2)[CH:5]=[CH:4][CH:3]=1 |f:1.2,3.4|. Procedure: The product from step A (41 mg, 0.116 mmol) in THF (2.0 ml) was treated with 1M aqueous LiOH (0.349 ml, 0.349 mmol) at rt. The mixture was stirred at rt for 12 h, poured into 2M aq NaHSO4 and extracted with MTBE. The combined organics were dried with anhydrous Na2SO4, filtered and concentrated to afford the title compound which was used without further purification. HPLC/MS: 339.1/340.9 (M+1); Rt=1.16 min (LC2). Reactants: FC1=C(C=C(C(=C1)N1C=NC(=C1)C)F)[C@H](C)N[S@](=O)C(C)(C)C ((R)—N—((S)-1-(2,5-difluoro-4-(4-methyl-1H-imidazol-1-yl)phenyl)ethyl)-2-methylpropane-2-sulfinamide), Cl (HCl). The solvent is CO (MeOH). Conditions: time 30 minute. The product is FC1=C(C=C(C(=C1)N1C=NC(=C1)C)F)[C@H](C)N ((S)-1-(2,5-difluoro-4-(4-methyl-1H-imidazol-1-yl)phenyl)ethanamine). The yield is 95.0%. Reaction SMILES: [F:1][C:2]1[CH:7]=[C:6]([N:8]2[CH:12]=[C:11]([CH3:13])[N:10]=[CH:9]2)[C:5]([F:14])=[CH:4][C:3]=1[C@@H:15]([NH:17][S@@](C(C)(C)C)=O)[CH3:16].Cl>CO>[F:1][C:2]1[CH:7]=[C:6]([N:8]2[CH:12]=[C:11]([CH3:13])[N:10]=[CH:9]2)[C:5]([F:14])=[CH:4][C:3]=1[C@@H:15]([NH2:17])[CH3:16]. Reported procedure: To a solution of (R)—N—((S)-1-(2,5-difluoro-4-(4-methyl-1H-imidazol-1-yl)phenyl)ethyl)-2-methylpropane-2-sulfinamide (500 mg) in MeOH (10 mL) was added dropwise HCl (732 μl, 2.93 mmol). The reaction was stirred at room temperature for 30 minutes. LCMS indicated complete conversion to product. The reaction mixture was concentrated and DCM (20 mL) and saturated NaHCO3 solution (10 mL) was added to the residue. The mixture was stirred for 10 minutes and phases were separated. Aqueous layer was then... The reactants are FC(C1=CC(=NC=2N1N=CC2C#C)C2=CC=C(C=C2)C(F)(F)F)F (7-Difluoromethyl-3-ethynyl-5-(4-trifluoromethyl-phenyl)-pyrazolo[1,5-a]pyrimidine), BrC1=CC=C(C=C1)S(=O)(=O)N1CCOCC1 (4-(4-Bromo-benzenesulfonyl)-morpholine). Yields the product FC(C1=CC(=NC=2N1N=CC2C#CC2=CC=C(C=C2)S(=O)(=O)N2CCOCC2)C2=CC=C(C=C2)C(F)(F)F)F (7-Difluoromethyl-3-[4-(morpholine-4-sulfonyl)-phenylethynyl]-5-(4-trifluoromethyl-phenyl)-pyrazolo[1,5-a]pyrimidine), solid. Yield: 74.0%. As a reaction SMILES: [F:1][CH:2]([F:24])[C:3]1[N:8]2[N:9]=[CH:10][C:11]([C:12]#[CH:13])=[C:7]2[N:6]=[C:5]([C:14]2[CH:19]=[CH:18][C:17]([C:20]([F:23])([F:22])[F:21])=[CH:16][CH:15]=2)[CH:4]=1.Br[C:26]1[CH:31]=[CH:30][C:29]([S:32]([N:35]2[CH2:40][CH2:39][O:38][CH2:37][CH2:36]2)(=[O:34])=[O:33])=[CH:28][CH:27]=1>>[F:24][CH:2]([F:1])[C:3]1[N:8]2[N:9]=[CH:10][C:11]([C:12]#[C:13][C:26]3[CH:31]=[CH:30][C:29]([S:32]([N:35]4[CH2:36][CH2:37][O:38][CH2:39][CH2:40]4)(=[O:33])=[O:34])=[CH:28][CH:27]=3)=[C:7]2[N:6]=[C:5]([C:14]2[CH:19]=[CH:18][C:17]([C:20]([F:23])([F:22])[F:21])=[CH:16][CH:15]=2)[CH:4]=1. Procedure: The title compound was prepared from 7-Difluoromethyl-3-ethynyl-5-(4-trifluoromethyl-phenyl)-pyrazolo[1,5-a]pyrimidine (example C.2) (340 mg, 1.0 mmol) and 4-(4-bromo-benzenesulfonyl)-morpholine (example B.26) (276 mg, 1.0 mmol) according to general procedure II. Obtained as a yellow solid (420 mg, 74%). MS (ISP) 563.4 [(M+H)+]; mp 227-228° C. Reactants: C(C)(=O)N[C@H](COC1=CC(=C(C=N1)NC(=O)C1=NC=C(C(=C1)F)OCC1CC1)Cl)C (N-(6-(((2S)-2-acetamidopropyl)oxy)-4-chloropyridin-3-yl)-5-(cyclopropylmethoxy)-4-fluoropyridine-2-carboxamide), C([O-])([O-])=O.[K+].[K+] (potassium carbonate), O (water). The reagents and catalysts are [Cu]I (copper(I) iodide). Run in CN(C)C=O (DMF). Reaction conditions: temperature 160 celsius, time 1.5 hour. The product is C1(CC1)COC=1C(=CC(=NC1)C=1OC2=C(C=NC(=C2)OC[C@H](C)NC(C)=O)N1)F (N-((2S)-1-((2-(5-(cyclopropylmethoxy)-4-fluoropyridin-2-yl) [1,3]oxazolo[4,5-c]pyridin-6-yl)oxy)propan-2-yl)acetamide). The yield is 5.9%. Reaction SMILES: [C:1]([NH:4][C@@H:5]([CH3:30])[CH2:6][O:7][C:8]1[N:13]=[CH:12][C:11]([NH:14][C:15]([C:17]2[CH:22]=[C:21]([F:23])[C:20]([O:24][CH2:25][CH:26]3[CH2:28][CH2:27]3)=[CH:19][N:18]=2)=[O:16])=[C:10](Cl)[CH:9]=1)(=[O:3])[CH3:2].C(=O)([O-])[O-].[K+].[K+].O>CN(C=O)C.[Cu]I>[CH:26]1([CH2:25][O:24][C:20]2[C:21]([F:23])=[CH:22][C:17]([C:15]3[O:16][C:10]4[CH:9]=[C:8]([O:7][CH2:6][C@@H:5]([NH:4][C:1](=[O:3])[CH3:2])[CH3:30])[N:13]=[CH:12][C:11]=4[N:14]=3)=[N:18][CH:19]=2)[CH2:28][CH2:27]1 |f:1.2.3|. Procedure: A suspension of N-(6-(((2S)-2-acetamidopropyl)oxy)-4-chloropyridin-3-yl)-5-(cyclopropylmethoxy)-4-fluoropyridine-2-carboxamide (1.05 g), potassium carbonate (664 mg) and copper(I) iodide (46.0 mg) in DMF (10 mL) was stirred at 160° C. for 1.5 hr. To the reaction mixture was added water, and the obtained mixture was extracted with ethyl acetate. The extract was washed with saturated brine, and subjected to silica gel chromatography (NH, ethyl acetate). The solvent was evaporated, and the obtained... Starting materials: N1=CC(=CC=C1)/C(/C1=CSC=C1)=N\OCCCCC(=O)OCC (ethyl (E)-5-[[[(3-pyridinyl) (3-thienyl)methylen]amino]oxy]pentanoate), [H-].[Na+] (sodium hydride), BrCCCCC(=O)OCC (ethyl 5-bromopentanoate), 10.2, (E+Z)-(3-pyridinyl) (3-thienyl)methanone, oxime, compound 37, [H][H] (hydrogen). The solvent is CN(C=O)C (N,N-dimethylformamide). Conditions: time 18 hour. Product: N1=CC(=CC=C1)/C(/C1=CSC=C1)=N/OCCCCC(=O)OCC (ethyl (Z)-5-[[[(3-pyridinyl) (3-thienyl)methylen]amino]oxy]pentanoate), compound 38. The yield is 30.0%. Reaction SMILES: [H-].[Na+].[H][H].BrCCCCC(OCC)=O.[N:15]1[CH:20]=[CH:19][CH:18]=[C:17](/[C:21](=[N:27]\[O:28][CH2:29][CH2:30][CH2:31][CH2:32][C:33]([O:35][CH2:36][CH3:37])=[O:34])/[C:22]2[CH:26]=[CH:25][S:24][CH:23]=2)[CH:16]=1>CN(C)C=O>[N:15]1[CH:20]=[CH:19][CH:18]=[C:17](/[C:21](=[N:27]/[O:28][CH2:29][CH2:30][CH2:31][CH2:32][C:33]([O:35][CH2:36][CH3:37])=[O:34])/[C:22]2[CH:26]=[CH:25][S:24][CH:23]=2)[CH:16]=1 |f:0.1|. Procedure: To a stirred mixture of 10.2 parts of (E+Z)-(3-pyridinyl) (3-thienyl)methanone, oxime and 67.5 parts of N,N-dimethylformamide were added portionwise 2.4 parts of a sodium hydride dispersion 50% at room temperature during a period of 15 minutes. Upon completion, stirring was continued till hydrogen evolution had ceased. 12.5 Parts of ethyl 5-bromopentanoate were added dropwise during a period of 10 minutes. Upon complete addition, stirring was continued for 18 hours at room temperature. After eva... The reactants are C1(CCCCC1)NC1=CC(=NC=N1)C(=O)O (6-(cyclohexylamino)pyrimidine-4-carboxylic acid), C1(CCCCC1)NC1=CC(=NC=N1)C(=O)O (6-(cyclohexylamino)pyrimidine-4-carboxylic acid), NC1=C(C=C(C=C1)S(=O)(=O)N)C (4-amino-3-methyl-benzenesulfonamide). The solvent is CO (methanol). The product is NS(=O)(=O)C1=CC(=C(C=C1)NC(=O)C1=NC=NC(=C1)NC1CCCCC1)C (N-[4-(aminosulfonyl)-2-methylphenyl]-6-(cyclohexylamino)pyrimidine-4-carboxamide). Reaction SMILES: [CH:1]1([NH:7][C:8]2[N:13]=[CH:12][N:11]=[C:10]([C:14]([OH:16])=O)[CH:9]=2)[CH2:6][CH2:5][CH2:4][CH2:3][CH2:2]1.[NH2:17][C:18]1[CH:23]=[CH:22][C:21]([S:24]([NH2:27])(=[O:26])=[O:25])=[CH:20][C:19]=1[CH3:28]>CO>[NH2:27][S:24]([C:21]1[CH:22]=[CH:23][C:18]([NH:17][C:14]([C:10]2[CH:9]=[C:8]([NH:7][CH:1]3[CH2:2][CH2:3][CH2:4][CH2:5][CH2:6]3)[N:13]=[CH:12][N:11]=2)=[O:16])=[C:19]([CH3:28])[CH:20]=1)(=[O:25])=[O:26]. Procedure: Following the general method as outlined in Example 1, starting from 6-(cyclohexylamino)pyrimidine-4-carboxylic acid (Intermediate 4) and 4-amino-3-methyl-benzenesulfonamide (Biofocus), the title compound was obtained as a white solid after trituration in methanol.